From a dataset of the Open Reaction Database (ORD), a public repository of structured organic reaction records. describe an organic reaction: reactants, conditions, products, and yield The reactants are [K+].[Br-] (KBr), C=C1CCC(CC1)O\N=C(/C(=O)OCC)\C=1N=C(SC1)NC(C1=CC=CC=C1)(C1=CC=CC=C1)C1=CC=CC=C1 (Ethyl (Z)-2-(4-methylenecyclohexyloxyimino)-2-(2-tritylaminothiazol-4-yl)acetate). The solvent is C(=O)O (formic acid). Product: C=C1CCC(CC1)O\N=C(/C(=O)OCC)\C=1N=C(SC1)N (Ethyl (Z)-2-(4-methylenecyclohexyloxyimino)-2-(2-aminothiazol-4-yl)acetate), solid. Reaction SMILES: [CH2:1]=[C:2]1[CH2:7][CH2:6][CH:5]([O:8]/[N:9]=[C:10](/[C:16]2[N:17]=[C:18]([NH:21]C(C3C=CC=CC=3)(C3C=CC=CC=3)C3C=CC=CC=3)[S:19][CH:20]=2)\[C:11]([O:13][CH2:14][CH3:15])=[O:12])[CH2:4][CH2:3]1.[K+].[Br-]>C(O)=O>[CH2:1]=[C:2]1[CH2:7][CH2:6][CH:5]([O:8]/[N:9]=[C:10](/[C:16]2[N:17]=[C:18]([NH2:21])[S:19][CH:20]=2)\[C:11]([O:13][CH2:14][CH3:15])=[O:12])[CH2:4][CH2:3]1 |f:1.2|. Reported procedure: Ethyl (Z)-2-(4-methylenecyclohexyloxyimino)-2-(2-tritylaminothiazol-4-yl)acetate (171 mg) was subjected to formic acid deprotection as in Example 1a, but with a reaction time of 1 h. After chromatography, the title compound was obtained as a white solid (74 mg) (Found M+, 309.1135. C14H19N3O3S requires M, 309.1146)-, νmax (KBr) 1724, 1650 (sh), 1624, 1540, 1461, and 1444 cm-1 ; δH (CDCl3) 1.36 (3H, t, J 7 Hz), 1.83, 2.09 and 2.32 (8H, 3m), 4.40 (2H, q, J 7 Hz), 4.48 (1H, m), 4.64 (2H, s), 5.19 (...